This data is from the Open Reaction Database (ORD), a public repository of structured organic reaction records. The task is: describe an organic reaction: reactants, conditions, products, and yield Procedure details: A solution of 2-quinoline carboxylic acid (1.2 eq.) in DMF at 0° C. was treated with EDC (1.4 eq.). The mixture was stirred at 0° C. for 1 to 2 h and then N-hydroxysuccinimide (1.0 eq.) was added. After stirring at RT for more than 3 h, the reaction mixture was poured into 60% sat. NaHCO3 and the product filtered: 1H NMR (CDCl3, 300 MHz, ppm) 8.35 (d, 1H), 8.27 (d, 1H), 8.19 (d, 1H), 7.87 (d, 1H), 7.80 (m, 1H), 7.68 (m, 1H), 2.91 (s, 4H). Reactants: N1=C(C=CC2=CC=CC=C12)C(=O)O (2-quinoline carboxylic acid), C(CCl)Cl (EDC), C(=O)(O)[O-].[Na+] (NaHCO3), ON1C(CCC1=O)=O (N-hydroxysuccinimide). Reaction conditions: temperature 0 celsius, time 1.5 hour. Reaction SMILES: [N:1]1[C:10]2[C:5](=[CH:6][CH:7]=[CH:8][CH:9]=2)[CH:4]=[CH:3][C:2]=1[C:11]([OH:13])=[O:12].C(Cl)CCl.O[N:19]1[C:23](=[O:24])[CH2:22][CH2:21][C:20]1=[O:25].C([O-])(O)=O.[Na+]>CN(C=O)C>[CH:10]1[C:5]2[C:4](=[CH:9][CH:8]=[CH:7][CH:6]=2)[CH:3]=[C:2]([C:11]([O:13][N:19]2[C:23](=[O:24])[CH2:22][CH2:21][C:20]2=[O:25])=[O:12])[N:1]=1 |f:3.4|. Solvent: CN(C)C=O (DMF). Product: C1=NC(=CC2=CC=CC=C12)C(=O)ON1C(CCC1=O)=O (Succinimidyl 3-Isoquinolinecarboxylate). The reactants are [H-].[Na+] (sodium hydride), N1(CCCCC1)CCO (2-(piperidin-1-yl)ethanol), ClC1=NC=C(C(=C1)N[C@H]1CC[C@H](CC1)C(=O)OC)[N+](=O)[O-] (cis-methyl 4-(2-chloro-5-nitropyridin-4-ylamino)cyclohexanecarboxylate). Run in C1CCOC1 (THF), C1CCOC1 (THF). Reaction conditions: time 30 minute. Product: [N+](=O)([O-])C=1C(=CC(=NC1)OCCN1CCCCC1)N[C@H]1CC[C@H](CC1)C(=O)OC (cis-methyl 4-(5-nitro-2-(2-(piperidin-1-yl)ethoxy)pyridin-4-ylamino)cyclohexanecarboxylate). Isolated yield 33.1%. As a reaction SMILES: [N:1]1([CH2:7][CH2:8][OH:9])[CH2:6][CH2:5][CH2:4][CH2:3][CH2:2]1.[H-].[Na+].Cl[C:13]1[CH:18]=[C:17]([NH:19][C@@H:20]2[CH2:25][CH2:24][C@H:23]([C:26]([O:28][CH3:29])=[O:27])[CH2:22][CH2:21]2)[C:16]([N+:30]([O-:32])=[O:31])=[CH:15][N:14]=1>C1COCC1>[N+:30]([C:16]1[C:17]([NH:19][C@@H:20]2[CH2:21][CH2:22][C@H:23]([C:26]([O:28][CH3:29])=[O:27])[CH2:24][CH2:25]2)=[CH:18][C:13]([O:9][CH2:8][CH2:7][N:1]2[CH2:6][CH2:5][CH2:4][CH2:3][CH2:2]2)=[N:14][CH:15]=1)([O-:32])=[O:31] |f:1.2|. Procedure: To a nitrogen purged, cooled (0° C.) suspension of 2-(piperidin-1-yl)ethanol (0.577 g, 4.46 mmol) in THF was added sodium hydride (0.196 g of 60% oil dispersion, 4.91 mmol), and the resulting mixture was stirred for 30 minutes. A solution of cis-methyl 4-(2-chloro-5-nitropyridin-4-ylamino)cyclohexanecarboxylate (1.40 g, 4.46 mmol) in THF (14 mL) was added, and the reaction was stirred overnight at RT. The reaction mixture was quenched with water (10 mL) and the product extracted with DCM (30 mL)... The reactants are C(\C=C/C(=O)O)(=O)O.CN1C[C@H]([C@@H](CC1)OC1=CC=C(C=C1)[N+](=O)[O-])C1=CC=CC=C1 (Trans-1-methyl-4-(4-nitrophenoxy)-3-phenylpiperidine maleate), C([O-])([O-])=O.[K+].[K+] (potassium carbonate), C1=CC=CC=C1 (benzene), ClC(=O)OCC (ethyl chloroformate), ClC(=O)OCC (ethyl chloroformate). The solvent is CCOCC (ether), O (water). The product is C(C)OC(=O)N1C[C@H]([C@@H](CC1)OC1=CC=C(C=C1)[N+](=O)[O-])C1=CC=CC=C1 (trans-1-ethoxycarbonyl-4-(4-nitrophenoxy)-3-phenylpiperidine). RXN SMILES: C(O)(=O)/C=C\C(O)=O.C[N:10]1[CH2:15][CH2:14][C@@H:13]([O:16][C:17]2[CH:22]=[CH:21][C:20]([N+:23]([O-:25])=[O:24])=[CH:19][CH:18]=2)[C@H:12]([C:26]2[CH:31]=[CH:30][CH:29]=[CH:28][CH:27]=2)[CH2:11]1.C(=O)([O-])[O-].[K+].[K+].C1C=CC=CC=1.Cl[C:45]([O:47][CH2:48][CH3:49])=[O:46]>CCOCC.O>[CH2:48]([O:47][C:45]([N:10]1[CH2:15][CH2:14][C@@H:13]([O:16][C:17]2[CH:18]=[CH:19][C:20]([N+:23]([O-:25])=[O:24])=[CH:21][CH:22]=2)[C@H:12]([C:26]2[CH:27]=[CH:28][CH:29]=[CH:30][CH:31]=2)[CH2:11]1)=[O:46])[CH3:49] |f:0.1,2.3.4|. Procedure: A mixture of 3.63 g of the free base of Example 3, 1.6 g of anhydrous potassium carbonate and 25 ml of anhydrous benzene is treated with 1.22 ml of ethyl chloroformate, and the mixture is allowed to reflux 18 hours under nitrogen. Then another 0.44 ml of ethyl chloroformate is added and the mixture is refluxed 18 hours, then poured into a mixture of 100 ml of water and 100 ml of ether. The aqueous phase is extracted with ether. The combined ether extracts are washed with water and saturated aque... The reactants are O=C1CCC(=O)N1Br, [Na+], [Na+], O=C([O-])[O-], Nc1ccc2c(c1)OCCO2, C1CCOC1, O=S(=O)(O)O. Yields the product Nc1cc2c(cc1Br)OCCO2. As a reaction SMILES: [Br:17][N:18]1[C:19](=[O:20])[CH2:21][CH2:22][C:23]1=[O:24].[Na+:25].[Na+:26].[O-:27][C:28](=[O:29])[O-:30].[O:1]1[CH2:2][CH2:3][O:4][c:5]2[c:6]1[cH:7][cH:8][c:9]([NH2:11])[cH:10]2.[O:31]1[CH2:32][CH2:33][CH2:34][CH2:35]1.[S:12](=[O:13])(=[O:14])([OH:15])[OH:16]>>[O:1]1[CH2:2][CH2:3][O:4][c:5]2[c:6]1[cH:7][c:8]([Br:17])[c:9]([NH2:11])[cH:10]2. Starting materials: C(C)OC(=O)C1(CC1)C1=CC=C(C=C1)C1=CC=C(C=C1)C1=C(C(=NO1)C)CCO (1-{4′-[4-(2-hydroxy-ethyl)-3-methyl-isoxazol-5-yl]-biphenyl-4-yl}-cyclopropanecarboxylic acid ethyl ester), [H-].[Na+] (sodium hydride), C(C1=CC=CC=C1)Br (benzyl bromide). Solvent: CN(C)C=O (DMF). Conditions: time 1 hour. The product is C(C)OC(=O)C1(CC1)C1=CC=C(C=C1)C1=CC=C(C=C1)C1=C(C(=NO1)C)CCOCC1=CC=CC=C1 (1-{4′-[4-(2-Benzyloxy-ethyl)-3-methyl-isoxazol-5-yl]-biphenyl-4-yl}-cyclopropanecarboxylic acid ethyl ester). Reaction SMILES: [CH2:1]([O:3][C:4]([C:6]1([C:9]2[CH:14]=[CH:13][C:12]([C:15]3[CH:20]=[CH:19][C:18]([C:21]4[O:25][N:24]=[C:23]([CH3:26])[C:22]=4[CH2:27][CH2:28][OH:29])=[CH:17][CH:16]=3)=[CH:11][CH:10]=2)[CH2:8][CH2:7]1)=[O:5])[CH3:2].[H-].[Na+].[CH2:32](Br)[C:33]1[CH:38]=[CH:37][CH:36]=[CH:35][CH:34]=1>CN(C=O)C>[CH2:1]([O:3][C:4]([C:6]1([C:9]2[CH:10]=[CH:11][C:12]([C:15]3[CH:20]=[CH:19][C:18]([C:21]4[O:25][N:24]=[C:23]([CH3:26])[C:22]=4[CH2:27][CH2:28][O:29][CH2:32][C:33]4[CH:38]=[CH:37][CH:36]=[CH:35][CH:34]=4)=[CH:17][CH:16]=3)=[CH:13][CH:14]=2)[CH2:8][CH2:7]1)=[O:5])[CH3:2] |f:1.2|. Reported procedure: To a solution of 1-{4′-[4-(2-hydroxy-ethyl)-3-methyl-isoxazol-5-yl]-biphenyl-4-yl}-cyclopropanecarboxylic acid ethyl ester (0.080 g, 0.19 mmol) in DMF (1 mL) was added sodium hydride (60% in mineral oil, 0.010 g, 0.24 mmol), followed by benzyl bromide (0.024 mL, 0.20 mmol), and the reaction was stirred at room temperature for 1 hour. After aqueous workup, the crude material was purified by silica gel chromatography (0-15% EtOAc in hexanes) to give the title compound. Yields the product C(C)NC([C@@H](NC([C@@H](NC([C@H]1N(CCC1)C([C@@H](NC(C)=O)CC(O)=O)=O)=O)C)=O)C)=O (Nα -Acetylaspartyl-prolyl-alanyl-alanine ethylamide). Reaction SMILES: CC(O)C.CCOC(C)=O.N[C@H](C([N:26]1[CH2:45][CH2:44][CH2:43][C@H:27]1[C:28]([NH:30][C@H:31]([C:33]([NH:35][C@H:36]([C:38]([NH:40][CH2:41][CH3:42])=[O:39])[CH3:37])=[O:34])[CH3:32])=[O:29])=O)CC(=O)OCC1C=CC=CC=1.Cl.[NH:47]([C:56]([CH3:58])=[O:57])[C@H:48]([C:53]([OH:55])=O)[CH2:49][C:50](=[O:52])[OH:51]>CO.CCOCC.CN(C)C=O>[CH2:41]([NH:40][C:38](=[O:39])[C@H:36]([CH3:37])[NH:35][C:33](=[O:34])[C@H:31]([CH3:32])[NH:30][C:28](=[O:29])[C@@H:27]1[CH2:43][CH2:44][CH2:45][N:26]1[C:53](=[O:55])[C@H:48]([CH2:49][C:50](=[O:52])[OH:51])[NH:47][C:56](=[O:57])[CH3:58])[CH3:42] |f:2.3|. Run in CO (MeOH), CN(C=O)C (dimethylformamide), CO (MeOH), CO (MeOH), CCOCC (Et2O). Starting materials: CC(C)O (2-propanol), N[C@@H](CC(OCC1=CC=CC=C1)=O)C(=O)N1[C@H](C(=O)N[C@@H](C)C(=O)N[C@@H](C)C(=O)NCC)CCC1.Cl (Asp(OBzl)-Pro-Ala-Ala-NH-Et.HCl), BOC-Asp(Obzl)-Pro-Ala-Ala-NH-Et, AcOEt--petroleum ether, AcOEt--petroleum ether, CCOC(=O)C (AcOEt), N([C@@H](CC(O)=O)C(=O)O)C(=O)C (Ac-Asp). Reported procedure: The condensation of Z-Pro-Ala with Ala-NH-Et by the procedure in Example 7 yields Z-Pro-Ala-Ala-NH-Et; m.p. 219°-220° C. from 2-propanol--AcOEt); (α)D20 =-36.2°; c=0.2 (dimethylformamide). This intermediate is successively converted, as described in Example 2, into (1) BOC-Asp(Obzl)-Pro-Ala-Ala-NH-Et, m.p. 133°-136° C. (AcOEt--petroleum ether), (α)D20 =-61.1°, c=0.2 (MeOH); (2) Asp(OBzl)-Pro-Ala-Ala-NH-Et.HCl, m.p. 189°-193° C. (MeOH--Et2O), and (3) Ac-Asp(OBzl(-Pro-Ala-Ala-NH-Et, m.p. 191°-193°... The reactants are C(C)(=O)[O-].[Na+] (sodium acetate), OC1=C(C=O)C=CC(=C1)OCC1=CC=CC=C1 (2-hydroxy-4(phenylmethoxy)benzaldehyde), [N+](=O)([O-])CC (nitroethane), mixture, O (water). Run in C(C)(=O)O (acetic acid). The product is OC1=C(C#N)C=CC(=C1)OCC1=CC=CC=C1 (2-Hydroxy-4-(phenylmethoxy)benzonitrile). Isolated yield 52.4%. RXN SMILES: [OH:1][C:2]1[CH:9]=[C:8]([O:10][CH2:11][C:12]2[CH:17]=[CH:16][CH:15]=[CH:14][CH:13]=2)[CH:7]=[CH:6][C:3]=1[CH:4]=O.[N+:18](CC)([O-])=O.C([O-])(=O)C.[Na+].O>C(O)(=O)C>[OH:1][C:2]1[CH:9]=[C:8]([O:10][CH2:11][C:12]2[CH:17]=[CH:16][CH:15]=[CH:14][CH:13]=2)[CH:7]=[CH:6][C:3]=1[C:4]#[N:18] |f:2.3|. Procedure details: A mixture of 226 g (1.00 mol) of 2-hydroxy-4(phenylmethoxy)benzaldehyde in 287 ml (3.83 mol) of nitroethane and of 313 g (2.3 mol) of sodium acetate in 570 ml of acetic acid is heated at 104° C. for 8 hours and is then poured into 3 l of a mixture of water and ice. The precipitate is then filtered off, rinsed with diisopropyl ether and dried. 118 g of product are obtained. Moreover, the filtrate is extracted with diethyl ether, the organic phase is washed with an aqueous sodium hydrogencarbonate... Reactants: COC(=O)CCCc1cccc(C(=O)OC(C)(C)C)c1, C1CCOC1. The product is COC(=O)C(O)CCc1cccc(C(=O)OC(C)(C)C)c1. Reaction SMILES: [C:1]([CH3:2])([CH3:3])([CH3:4])[O:5][C:6](=[O:7])[c:8]1[cH:9][c:10]([CH2:14][CH2:15][CH2:16][C:17](=[O:18])[O:19][CH3:20])[cH:11][cH:12][cH:13]1.[CH2:21]1[CH2:24][CH2:23][CH2:22][O:25]1>>[C:1]([CH3:2])([CH3:3])([CH3:4])[O:5][C:6](=[O:7])[c:8]1[cH:9][c:10]([CH2:14][CH2:15][CH:16]([C:17](=[O:18])[O:19][CH3:20])[OH:25])[cH:11][cH:12][cH:13]1.